This data is from the Open Reaction Database (ORD), a public repository of structured organic reaction records. The task is: describe an organic reaction: reactants, conditions, products, and yield Reactants: CC1(C(NC2=CC=C(C=C12)S(=O)(=O)C)=O)C (3,3-dimethyl-5-methanesulfonyl-1,3-dihydro-2H-indol-2-one), ClCCOC1OCCCC1 (2-(2-chloroethoxy)tetrahydro-2H-pyran). Yields the product CC1(C(N(C2=CC=C(C=C12)S(=O)(=O)C)CCO)=O)C (3,3-Dimethyl-1-(2-hydroxyethyl)-5-methanesulfonyl-1,3-dihydro-2H-indol-2-one). As a reaction SMILES: [CH3:1][C:2]1([CH3:16])[C:10]2[C:5](=[CH:6][CH:7]=[C:8]([S:11]([CH3:14])(=[O:13])=[O:12])[CH:9]=2)[NH:4][C:3]1=[O:15].Cl[CH2:18][CH2:19][O:20]C1CCCCO1>>[CH3:1][C:2]1([CH3:16])[C:10]2[C:5](=[CH:6][CH:7]=[C:8]([S:11]([CH3:14])(=[O:13])=[O:12])[CH:9]=2)[N:4]([CH2:18][CH2:19][OH:20])[C:3]1=[O:15]. Reported procedure: Prepared from 3,3-dimethyl-5-methanesulfonyl-1,3-dihydro-2H-indol-2-one and 2-(2-chloroethoxy)tetrahydro-2H-pyran.